This data is from the Open Reaction Database (ORD), a public repository of structured organic reaction records. The task is: describe an organic reaction: reactants, conditions, products, and yield The reactants are CC(=O)c1ccc(OCc2cccc([N+](=O)[O-])c2)cc1O, Cl, [H-], [H][H], CI, [Na+], C1CCOC1. The product is COc1cc(OCc2cccc([N+](=O)[O-])c2)ccc1C(C)=O. RXN SMILES: [C:3]([CH3:4])(=[O:5])[c:6]1[c:7]([OH:23])[cH:8][c:9]([O:10][CH2:11][c:12]2[cH:13][c:14]([N+:18](=[O:19])[O-:20])[cH:15][cH:16][cH:17]2)[cH:21][cH:22]1.[ClH:28].[H-:1].[H:24][H:25].[I:26][CH3:27].[Na+:2].[O:29]1[CH2:30][CH2:31][CH2:32][CH2:33]1>>[C:3]([CH3:4])(=[O:5])[c:6]1[c:7]([O:23][CH3:27])[cH:8][c:9]([O:10][CH2:11][c:12]2[cH:13][c:14]([N+:18](=[O:19])[O-:20])[cH:15][cH:16][cH:17]2)[cH:21][cH:22]1. Starting materials: CCOC(=O)CCCCCCCCCBr, CN(C)C=O, OC(c1ccc(F)cc1)(c1ccc(F)cc1)C1CCNCC1, [I-], [K+], [Na+], [Na+], O=C([O-])[O-], O. Product: CCOC(=O)CCCCCCCCCN1CCC(C(O)(c2ccc(F)cc2)c2ccc(F)cc2)CC1. RXN SMILES: [Br:23][CH2:24][CH2:25][CH2:26][CH2:27][CH2:28][CH2:29][CH2:30][CH2:31][CH2:32][C:33](=[O:34])[O:35][CH2:36][CH3:37].[CH3:46][N:47]([CH3:48])[CH:49]=[O:50].[F:1][c:2]1[cH:3][cH:4][c:5]([C:8]([OH:9])([CH:10]2[CH2:11][CH2:12][NH:13][CH2:14][CH2:15]2)[c:16]2[cH:17][cH:18][c:19]([F:22])[cH:20][cH:21]2)[cH:6][cH:7]1.[I-:45].[K+:44].[Na+:38].[Na+:39].[O-:40][C:41](=[O:42])[O-:43].[OH2:51]>>[F:1][c:2]1[cH:3][cH:4][c:5]([C:8]([OH:9])([CH:10]2[CH2:11][CH2:12][N:13]([CH2:24][CH2:25][CH2:26][CH2:27][CH2:28][CH2:29][CH2:30][CH2:31][CH2:32][C:33](=[O:34])[O:35][CH2:36][CH3:37])[CH2:14][CH2:15]2)[c:16]2[cH:17][cH:18][c:19]([F:22])[cH:20][cH:21]2)[cH:6][cH:7]1. Reactants: COC(CC1=C(C=C(C(=C1)Br)C)C)=O ((5-bromo-2,4-dimethyl-phenyl)-acetic acid methyl ester), C1(CC1)B(O)O (cyclopropylboronic acid), potassium phosphate tribasic trihydrate. The reagents and catalysts are C=1C=CC(=CC1)[P](C=2C=CC=CC2)(C=3C=CC=CC3)[Pd]([P](C=4C=CC=CC4)(C=5C=CC=CC5)C=6C=CC=CC6)([P](C=7C=CC=CC7)(C=8C=CC=CC8)C=9C=CC=CC9)[P](C=1C=CC=CC1)(C=1C=CC=CC1)C=1C=CC=CC1 (tetrakis(triphenylphosphine)palladium(0)). Solvent: C1(=CC=CC=C1)C (toluene). Conditions: time 5 minute. Yields the product COC(CC1=C(C=C(C(=C1)C1CC1)C)C)=O ((5-cyclopropyl-2,4-dimethyl-phenyl)-acetic acid methyl ester). The yield is 49.1%. Reaction SMILES: [CH3:1][O:2][C:3](=[O:14])[CH2:4][C:5]1[CH:10]=[C:9](Br)[C:8]([CH3:12])=[CH:7][C:6]=1[CH3:13].[CH:15]1(B(O)O)[CH2:17][CH2:16]1>C1(C)C=CC=CC=1.C1C=CC([P]([Pd]([P](C2C=CC=CC=2)(C2C=CC=CC=2)C2C=CC=CC=2)([P](C2C=CC=CC=2)(C2C=CC=CC=2)C2C=CC=CC=2)[P](C2C=CC=CC=2)(C2C=CC=CC=2)C2C=CC=CC=2)(C2C=CC=CC=2)C2C=CC=CC=2)=CC=1>[CH3:1][O:2][C:3](=[O:14])[CH2:4][C:5]1[CH:10]=[C:9]([CH:15]2[CH2:17][CH2:16]2)[C:8]([CH3:12])=[CH:7][C:6]=1[CH3:13] |^1:31,33,52,71|. Procedure: To a solution of 6.0 g of (5-bromo-2,4-dimethyl-phenyl)-acetic acid methyl ester (WO99/48869) in 100 ml of toluene is added 2.2 g of cyclopropylboronic acid and 20 g of potassium phosphate tribasic trihydrate at room temperature. The reaction mixture is stirred for 5 minutes under nitrogen atmosphere, followed by further addition of 1.2 g of tetrakis(triphenylphosphine)palladium(0). After heating and stirring for 16 hours at 110° C., the reaction mixture is filtered, the solvent removed in vacuo...